The task is: describe an organic reaction: reactants, conditions, products, and yield. This data is from the Open Reaction Database (ORD), a public repository of structured organic reaction records. Starting materials: [H-].[Na+] (sodium hydride), ClC1=C(C(=CC=C1)Cl)N=C1N(CCN1)O (2-[(2,6-dichlorophenyl)imino]-1-hydroxyimidazolidine), C(C#C)Br (propargyl bromide). The solvent is CN(C=O)C (dimethylformamide). Reaction conditions: time 30 minute. Product: Cl.ClC1=C(C(=CC=C1)Cl)N=C1N(CCN1)OCC#C (2-[(2,6-dichlorophenyl)imino]-1-(2-propynyloxy)imidazolidine hydrochloride). As a reaction SMILES: [H-].[Na+].[Cl:3][C:4]1[CH:9]=[CH:8][CH:7]=[C:6]([Cl:10])[C:5]=1[N:11]=[C:12]1[NH:16][CH2:15][CH2:14][N:13]1[OH:17].[CH2:18](Br)[C:19]#[CH:20]>CN(C)C=O>[ClH:3].[Cl:10][C:6]1[CH:7]=[CH:8][CH:9]=[C:4]([Cl:3])[C:5]=1[N:11]=[C:12]1[NH:16][CH2:15][CH2:14][N:13]1[O:17][CH2:20][C:19]#[CH:18] |f:0.1,5.6|. Reported procedure: 1.31 g. of sodium hydride (55% strength suspension) are added to a solution of 6.15 g. of 2-[(2,6-dichlorophenyl)imino]-1-hydroxyimidazolidine in 45 ml. of absolute dimethylformamide at a temperature of 25°. After 30 minutes, 4.16 g. of propargyl bromide are added dropwise. After 30 minutes, the mixture is poured onto 500 ml. of a saturated solution of sodium chloride and the aqueous phase is extracted with ether. The ether extracts are washed with aqueous hydrochloric acid. The aqueous extracts... Starting materials: N1([C@H](C(=O)N[C@H](CC2=CC=CC=C2)C(=O)N[C@@H](CC2=CC=CC=C2)C(=O)NN)CCC1)C(=O)OC(C)(C)C (BocPro-DPhe-PheNHNH2), N[C@@H](CC1=CNC2=CC=CC=C12)C(=O)N[C@@H](CC(C)C)C(=O)N[C@@H](CCSC)C(=O)N (HTrp-Leu-MetNH2), acyl azide. Product: N1([C@H](C(=O)N[C@H](CC2=CC=CC=C2)C(=O)N[C@@H](CC2=CC=CC=C2)C(=O)N[C@@H](CC2=CNC3=CC=CC=C23)C(=O)N[C@@H](CC(C)C)C(=O)N[C@@H](CCSC)C(=O)N)CCC1)C(=O)OC(C)(C)C (BocPro-DPhe-Phe-Trp-Leu-MetNH2). The yield is 97.0%. Reaction SMILES: [N:1]1([C:32]([O:34][C:35]([CH3:38])([CH3:37])[CH3:36])=[O:33])[CH2:31][CH2:30][CH2:29][C@H:2]1[C:3]([NH:5][C@@H:6]([C:14]([NH:16][C@H:17]([C:25]([NH:27]N)=[O:26])[CH2:18][C:19]1[CH:24]=[CH:23][CH:22]=[CH:21][CH:20]=1)=[O:15])[CH2:7][C:8]1[CH:13]=[CH:12][CH:11]=[CH:10][CH:9]=1)=[O:4].N[C@H:40]([C:51]([NH:53][C@H:54]([C:59]([NH:61][C@H:62]([C:67]([NH2:69])=[O:68])[CH2:63][CH2:64][S:65][CH3:66])=[O:60])[CH2:55][CH:56]([CH3:58])[CH3:57])=[O:52])[CH2:41][C:42]1[C:50]2[C:45](=[CH:46][CH:47]=[CH:48][CH:49]=2)[NH:44][CH:43]=1>>[N:1]1([C:32]([O:34][C:35]([CH3:38])([CH3:37])[CH3:36])=[O:33])[CH2:31][CH2:30][CH2:29][C@H:2]1[C:3]([NH:5][C@@H:6]([C:14]([NH:16][C@H:17]([C:25]([NH:27][C@H:40]([C:51]([NH:53][C@H:54]([C:59]([NH:61][C@H:62]([C:67]([NH2:69])=[O:68])[CH2:63][CH2:64][S:65][CH3:66])=[O:60])[CH2:55][CH:56]([CH3:57])[CH3:58])=[O:52])[CH2:41][C:42]1[C:50]2[C:45](=[CH:46][CH:47]=[CH:48][CH:49]=2)[NH:44][CH:43]=1)=[O:26])[CH2:18][C:19]1[CH:24]=[CH:23][CH:22]=[CH:21][CH:20]=1)=[O:15])[CH2:7][C:8]1[CH:13]=[CH:12][CH:11]=[CH:10][CH:9]=1)=[O:4]. Reported procedure: Condensation of BocPro-DPhe-PheNHNH2 (Example 9, 477 mg.) and HTrp-Leu-MetNH2 (510 mg.) by the acyl azide method (Yajima et al., Chem. Pharm. Bull., vol. 19, p. 1900, 1971) gave BocPro-DPhe-Phe-Trp-Leu-MetNH2 in 97% yield. De-t-butoxycarbonylation of BocPro-DPhe-Phe-Trp-Leu-MetNH2 (0.80 g.) using trifluoroacetic acid containing 10% water gave HPro-DPhe-Phe-DTrp-Leu-MetNh2, which was isolated as the amorphous white solid phosphate (1:2) salt tetrahydrate in 32% yield. Starting materials: OC=1C=C(C=C2N3CC4NC4C(C(C12)=C)(O3)O)C=O (6,9-Dihydroxy-8-methylene-14-oxa-1,11-diazatetracyclo[7.4.1.02,7.010,12 ]tetradeca-2,4,6-triene-4-carbaldehyde). Reagents/catalysts: [Pd] (palladium on carbon). Solvent: [H][H] (hydrogen), CO (methanol). Reaction conditions: time 120 minute. The product is OCC=1C=C2N3CC4NC4C(C(C2=C(C1)O)C)(O3)O (4-hydroxymethyl-8-methyl-14-oxa-1,11-diazatetracyclo[7.4.1.02,7.010,12 ]tetradeca-2,4,6-triene-6,9-diol). Reaction SMILES: [OH:1][C:2]1[CH:3]=[C:4]([CH:18]=[O:19])[CH:5]=[C:6]2[C:14]=1[C:13](=[CH2:15])[C:12]1([OH:17])[O:16][N:7]2[CH2:8][CH:9]2[CH:11]1[NH:10]2>CO.[Pd].[H][H]>[OH:19][CH2:18][C:4]1[CH:5]=[C:6]2[C:14](=[C:2]([OH:1])[CH:3]=1)[CH:13]([CH3:15])[C:12]1([OH:17])[O:16][N:7]2[CH2:8][CH:9]2[CH:11]1[NH:10]2. Procedure details: 6,9-Dihydroxy-8-methylene-14-oxa-1,11-diazatetracyclo[7.4.1.02,7.010,12 ]tetradeca-2,4,6-triene-4-carbaldehyde (5 mg) was dissolved in methanol (2 ml), and the solution was subjected to catalytic reduction for 120 minutes using 10% palladium on carbon in hydrogen gas under atmospheric pressure at room temperature. The reaction mixture was filtered and the filtrate was evaporated to dryness to give an oily residue of 4-hydroxymethyl-8-methyl-14-oxa-1,11-diazatetracyclo[7.4.1.02,7.010,12 ]tetradec... The reactants are [Br-], O=C([O-])[O-], CCCC[N+](CCCC)(CCCC)CCCC, CC1(Oc2ccccc2C(F)(F)F)CCNCC1, O=C(NCCC1CC1)c1ccc(Cl)nn1, [K+], [K+], C1COCCO1. The product is CC1(Oc2ccccc2C(F)(F)F)CCN(c2ccc(C(=O)NCCC3CC3)nn2)CC1. Reaction SMILES: [Br-:46].[C:34](=[O:35])([O-:36])[O-:37].[CH2:47]([N+:48]([CH2:49][CH2:50][CH2:51][CH3:52])([CH2:53][CH2:54][CH2:55][CH3:56])[CH2:57][CH2:58][CH2:59][CH3:60])[CH2:61][CH2:62][CH3:63].[CH3:16][C:17]1([O:23][c:24]2[c:25]([C:30]([F:31])([F:32])[F:33])[cH:26][cH:27][cH:28][cH:29]2)[CH2:18][CH2:19][NH:20][CH2:21][CH2:22]1.[CH:1]1([CH2:4][CH2:5][NH:6][C:7](=[O:8])[c:9]2[n:10][n:11][c:12]([Cl:15])[cH:13][cH:14]2)[CH2:2][CH2:3]1.[K+:38].[K+:39].[O:40]1[CH2:41][CH2:42][O:43][CH2:44][CH2:45]1>>[CH:1]1([CH2:4][CH2:5][NH:6][C:7](=[O:8])[c:9]2[n:10][n:11][c:12]([N:20]3[CH2:19][CH2:18][C:17]([CH3:16])([O:23][c:24]4[c:25]([C:30]([F:31])([F:32])[F:33])[cH:26][cH:27][cH:28][cH:29]4)[CH2:22][CH2:21]3)[cH:13][cH:14]2)[CH2:2][CH2:3]1. Reactants: CCOCC, [Cl-], CCC(C)OC(=O)Cl, [Na+], [Na+], O=C(O)COc1ccccc1, [OH-]. The product is CCC(C)OC(=O)OC(=O)COc1ccccc1. Reaction SMILES: [CH3:24][CH2:25][O:26][CH2:27][CH3:28].[Cl-:1].[Cl:16][C:17](=[O:18])[O:19][CH:20]([CH3:21])[CH2:22][CH3:23].[Na+:15].[Na+:2].[O:3]([c:4]1[cH:5][cH:6][cH:7][cH:8][cH:9]1)[CH2:10][C:11](=[O:12])[OH:13].[OH-:14]>>[O:3]([c:4]1[cH:5][cH:6][cH:7][cH:8][cH:9]1)[CH2:10][C:11]([O:12][C:17](=[O:18])[O:19][CH:20]([CH3:21])[CH2:22][CH3:23])=[O:13]. Starting materials: O=C(CC[C@H]1[C@H](CNCC1)C(=O)OC)C1=C(C=NC2=CC=C(C=C12)OC)F (methyl (3R,4R)-4-[3-oxo-3-(3-fluoro-6-methoxyquinolin-4-yl)propyl]piperidine-3-carboxylate), C([O-])([O-])=O.[K+].[K+] (potassium carbonate), BrCCSC1=C(C=CC(=C1)F)F (2-(2-bromoethylsulfanyl)-1,4-difluorobenzene), [I-].[K+] (potassium iodide). Solvent: C(C)#N (acetonitrile). Run at temperature 75 celsius, time 20 hour. The product is O=C(CC[C@H]1[C@H](CN(CC1)CCSC1=C(C=CC(=C1)F)F)C(=O)OC)C1=C(C=NC2=CC=C(C=C12)OC)F (methyl (3R,4R)-4-[3-oxo-3-(3-fluoro-6-methoxyquinolin-4-yl)propyl]-1-[2-(2,5-difluorophenylsulfanyl)ethyl]-piperidine-3-carboxylate). Isolated yield 48.1%. RXN SMILES: [O:1]=[C:2]([C:15]1[C:24]2[C:19](=[CH:20][CH:21]=[C:22]([O:25][CH3:26])[CH:23]=2)[N:18]=[CH:17][C:16]=1[F:27])[CH2:3][CH2:4][C@@H:5]1[CH2:10][CH2:9][NH:8][CH2:7][C@@H:6]1[C:11]([O:13][CH3:14])=[O:12].Br[CH2:29][CH2:30][S:31][C:32]1[CH:37]=[C:36]([F:38])[CH:35]=[CH:34][C:33]=1[F:39].[I-].[K+].C(=O)([O-])[O-].[K+].[K+]>C(#N)C>[O:1]=[C:2]([C:15]1[C:24]2[C:19](=[CH:20][CH:21]=[C:22]([O:25][CH3:26])[CH:23]=2)[N:18]=[CH:17][C:16]=1[F:27])[CH2:3][CH2:4][C@@H:5]1[CH2:10][CH2:9][N:8]([CH2:29][CH2:30][S:31][C:32]2[CH:37]=[C:36]([F:38])[CH:35]=[CH:34][C:33]=2[F:39])[CH2:7][C@@H:6]1[C:11]([O:13][CH3:14])=[O:12] |f:2.3,4.5.6|. Procedure: A mixture of 0.57 g of methyl (3R,4R)-4-[3-oxo-3-(3-fluoro-6-methoxyquinolin-4-yl)propyl]piperidine-3-carboxylate obtained as described in example 1, 0.462 g of 2-(2-bromoethylsulfanyl)-1,4-difluorobenzene, 0.253 g of potassium iodide and 1.05 g of potassium carbonate in 25 cm3 of acetonitrile is heated with stirring and under an inert atmosphere for 20 hours at a temperature in the region of 75° C. After cooling to a temperature in the region of 20° C., the reaction medium is filtered and the i...